Dataset: the Open Reaction Database (ORD), a public repository of structured organic reaction records. Task: describe an organic reaction: reactants, conditions, products, and yield Reactants: O=C([O-])[O-], CC(=O)[O-], CC(=O)[O-], CCCNC, COC(=O)c1cc(Cl)nc(S(C)(=O)=O)c1, Cc1ccccc1, [Cs+], [Cs+], [Pd+2], c1ccc(P(c2ccccc2)c2ccc3ccccc3c2-c2c(P(c3ccccc3)c3ccccc3)ccc3ccccc23)cc1. Product: CCCN(C)c1cc(C(=O)OC)cc(S(C)(=O)=O)n1. As a reaction SMILES: [C:67](=[O:68])([O-:69])[O-:70].[C:80]([O-:81])(=[O:82])[CH3:83].[C:85]([O-:86])(=[O:87])[CH3:88].[CH3:1][NH:2][CH2:3][CH2:4][CH3:5].[CH3:6][O:7][C:8]([c:9]1[cH:10][c:11]([Cl:19])[n:12][c:13]([S:15](=[O:16])(=[O:17])[CH3:18])[cH:14]1)=[O:20].[CH3:73][c:74]1[cH:75][cH:76][cH:77][cH:78][cH:79]1.[Cs+:71].[Cs+:72].[Pd+2:84].[c:21]1([P:22]([c:23]2[cH:24][cH:25][cH:26][cH:27][cH:28]2)[c:29]2[cH:30][cH:31][c:32]3[c:33]([cH:34][cH:35][cH:36][cH:37]3)[c:38]2-[c:39]2[c:40]3[c:41]([cH:42][cH:43][cH:44][cH:45]3)[cH:46][cH:47][c:48]2[P:49]([c:50]2[cH:51][cH:52][cH:53][cH:54][cH:55]2)[c:56]2[cH:57][cH:58][cH:59][cH:60][cH:61]2)[cH:62][cH:63][cH:64][cH:65][cH:66]1>>[CH3:1][N:2]([CH2:3][CH2:4][CH3:5])[c:11]1[cH:10][c:9]([C:8]([O:7][CH3:6])=[O:20])[cH:14][c:13]([S:15](=[O:16])(=[O:17])[CH3:18])[n:12]1. The reactants are OCC1=NC=CC(=C1)C(=O)OC (Methyl 2-(hydroxymethyl)-4-pyridinecarboxylate), Cl (hydrogen chloride). The solvent is COC(C)=O (methylacetate). Conditions: time 3 hour. The product is ClCC1=NC=CC(=C1)C(=O)OC (Methyl 2-(chloromethyl)-4-pyridinecarboxylate). RXN SMILES: O[CH2:2][C:3]1[CH:8]=[C:7]([C:9]([O:11][CH3:12])=[O:10])[CH:6]=[CH:5][N:4]=1.[ClH:13]>COC(=O)C>[Cl:13][CH2:2][C:3]1[CH:8]=[C:7]([C:9]([O:11][CH3:12])=[O:10])[CH:6]=[CH:5][N:4]=1. Procedure: A solution of the product of stage (ii) in methylacetate (5 ml) was treated with ethereal hydrogen chloride (5 ml). The resulting solid was collected by filtration and added to thionyl chloride (7.5 ml) at 0°-5°. The mixture was stirred at 0°-5° for 3 h and then at ambient temperature for 1 h. Diethyl ether (100 ml) was added and the resulting solid was collected by filtration and washed with diethylether (2×50 ml), to give the title compound as a solid (1.7 g) T.l.c. Silica dichloromethane/meth... Reactants: solid, BrC=1C=CC2=C(N(C=N2)C2=C(C=C(C=C2)Cl)F)C1 (6-bromo-1-(4-chloro-2-fluoro-phenyl)-1H-benzo[d]imidazole), BrC=1C=CC2=C(N(C=N2)C2=C(C=C(C=C2)Cl)F)C1 (6-bromo-1-(4-chloro-2-fluoro-phenyl)-1H-benzo[d]imidazole), ClC1=CC=C(C=C1)N1N=CC=C1B(O)O (1-(4-chloro-phenyl)-1H-pyrazol-5-ylboronic acid), ClC1=CC=C(C=C1)N1N=CC=C1B(O)O (1-(4-chloro-phenyl)-1H-pyrazol-5-ylboronic acid). Product: ClC1=CC(=C(C=C1)N1C=NC2=C1C=C(C=C2)C=2N(N=CC2)C2=CC=C(C=C2)Cl)F (1-(4-Chloro-2-fluoro-phenyl)-6-[2-(4-chloro-phenyl)-2H-pyrazol-3-yl]-1H-benzoimidazole). As a reaction SMILES: Br[C:2]1[CH:3]=[CH:4][C:5]2[N:9]=[CH:8][N:7]([C:10]3[CH:15]=[CH:14][C:13]([Cl:16])=[CH:12][C:11]=3[F:17])[C:6]=2[CH:18]=1.[Cl:19][C:20]1[CH:25]=[CH:24][C:23]([N:26]2[C:30](B(O)O)=[CH:29][CH:28]=[N:27]2)=[CH:22][CH:21]=1>>[Cl:16][C:13]1[CH:14]=[CH:15][C:10]([N:7]2[C:6]3[CH:18]=[C:2]([C:30]4[N:26]([C:23]5[CH:24]=[CH:25][C:20]([Cl:19])=[CH:21][CH:22]=5)[N:27]=[CH:28][CH:29]=4)[CH:3]=[CH:4][C:5]=3[N:9]=[CH:8]2)=[C:11]([F:17])[CH:12]=1. Procedure details: The title compound, white solid (23 mg, 18%), MS (ISP) m/z=423.4 [(M+H)+], mp 158° C., was prepared in accordance with the general method of example 1 from 6-bromo-1-(4-chloro-2-fluoro-phenyl)-1H-benzo[d]imidazole (intermediate M) (100 mg, 307 μmol) and 1-(4-chloro-phenyl)-1H-pyrazol-5-ylboronic acid (intermediate D) (82.1 mg, 369 μmol). Reactants: C1OC2(C(C=CCC2)CCC2CCC(CC2)C2=CC(=C(C(=C2)F)F)F)OC1 (1,1-ethylenedioxy -(2'-(4"-(3'",4'",5'"-trifluorophenyl)cyclohexyl)-ethyl)-3-cyclohexene), [H][H] (hydrogen). The reagents and catalysts are [Pd] (Pd/C). The solvent is C(C)O (ethanol). Yields the product C1OC2(C(CCCC2)CCC2CCC(CC2)C2=CC(=C(C(=C2)F)F)F)OC1 (1,1 -ethylenedioxy-(2'-(4"-(3'",4'",5'"-trifluorophenyl)cyclohexyl)ethyl)cyclohexane). Yield: 92.0%. RXN SMILES: [CH2:1]1[CH2:27][O:26][C:3]2([CH2:8][CH2:7][CH:6]=[CH:5][CH:4]2[CH2:9][CH2:10][CH:11]2[CH2:16][CH2:15][CH:14]([C:17]3[CH:22]=[C:21]([F:23])[C:20]([F:24])=[C:19]([F:25])[CH:18]=3)[CH2:13][CH2:12]2)[O:2]1.[H][H]>C(O)C.[Pd]>[CH2:27]1[CH2:1][O:2][C:3]2([CH2:8][CH2:7][CH2:6][CH2:5][CH:4]2[CH2:9][CH2:10][CH:11]2[CH2:12][CH2:13][CH:14]([C:17]3[CH:18]=[C:19]([F:25])[C:20]([F:24])=[C:21]([F:23])[CH:22]=3)[CH2:15][CH2:16]2)[O:26]1. Procedure: Pd/C (5% ) (1 g) was added to a solution of 1,1-ethylenedioxy -(2'-(4"-(3'",4'",5'"-trifluorophenyl)cyclohexyl)-ethyl)-3-cyclohexene (6.7 g) in ethanol (200 ml), followed by carrying out catalytic reduction in a hydrogen gas atmosphere, filtering off the catalyst after completion of the reaction and distilling off the solvent from the organic layer under reduced pressure, to obtain 1,1 -ethylenedioxy-(2'-(4"-(3'",4'",5'"-trifluorophenyl)cyclohexyl)ethyl)cyclohexane (6.2 g). Starting materials: C(C1=CC=CC=C1)OC1=C(C=C(C(=C1)OCC1=CC=CC=C1)C1=NN=NN1CCCC)C1=CC(=CC=C1)C(=O)O (2′,4′-bis-benzyloxy-5′-(1-butyl-1H-tetrazol-5-yl)-biphenyl-3-carboxylic acid), CC(COC)N (2-methoxyisopropylamine). Product: COCC(C)NC(=O)C=1C=C(C=CC1)C1=C(C=C(C(=C1)C1=NN=NN1CCCC)O)O (5′-(1-Butyl-1H-tetrazol-5-yl)-2′,4′-dihydroxy-biphenyl-3-carboxylic acid (2-methoxy-1-methyl-ethyl)-amide). RXN SMILES: C([O:8][C:9]1[CH:14]=[C:13]([O:15]CC2C=CC=CC=2)[C:12]([C:23]2[N:27]([CH2:28][CH2:29][CH2:30][CH3:31])[N:26]=[N:25][N:24]=2)=[CH:11][C:10]=1[C:32]1[CH:37]=[CH:36][CH:35]=[C:34]([C:38](O)=[O:39])[CH:33]=1)C1C=CC=CC=1.[CH3:41][CH:42]([NH2:46])[CH2:43][O:44][CH3:45]>>[CH3:45][O:44][CH2:43][CH:42]([NH:46][C:38]([C:34]1[CH:33]=[C:32]([C:10]2[CH:11]=[C:12]([C:23]3[N:27]([CH2:28][CH2:29][CH2:30][CH3:31])[N:26]=[N:25][N:24]=3)[C:13]([OH:15])=[CH:14][C:9]=2[OH:8])[CH:37]=[CH:36][CH:35]=1)=[O:39])[CH3:41]. Procedure: This product was synthesized using 2′,4′-bis-benzyloxy-5′-(1-butyl-1H-tetrazol-5-yl)-biphenyl-3-carboxylic acid and 2-methoxyisopropylamine as described in general procedure D. LCMS: 426 [M+H]. Reactants: C(C)OC(CC1=CC(=CC=C1)SC1=C(N(C2=CC(=CC=C12)Cl)C=1C=NC=CC1)C)=O ([3-(6-Chloro-2-methyl-1-pyridin-3-yl-1H-indol-3-ylsulfanyl)-phenyl]-acetic acid ethyl ester), ICC (iodoethane). The product is C(C)OC(C(CC)C1=CC(=CC=C1)SC1=C(N(C2=CC(=CC=C12)Cl)C=1C=NC=CC1)C)=O (2-[3-(6-Chloro-2-methyl-1-pyridin-3-yl-1H-indol-3-ylsulfanyl)-phenyl]butyric acid ethyl ester). Reaction SMILES: [CH2:1]([O:3][C:4](=[O:30])[CH2:5][C:6]1[CH:11]=[CH:10][CH:9]=[C:8]([S:12][C:13]2[C:21]3[C:16](=[CH:17][C:18]([Cl:22])=[CH:19][CH:20]=3)[N:15]([C:23]3[CH:24]=[N:25][CH:26]=[CH:27][CH:28]=3)[C:14]=2[CH3:29])[CH:7]=1)[CH3:2].I[CH2:32][CH3:33]>>[CH2:1]([O:3][C:4](=[O:30])[CH:5]([C:6]1[CH:11]=[CH:10][CH:9]=[C:8]([S:12][C:13]2[C:21]3[C:16](=[CH:17][C:18]([Cl:22])=[CH:19][CH:20]=3)[N:15]([C:23]3[CH:24]=[N:25][CH:26]=[CH:27][CH:28]=3)[C:14]=2[CH3:29])[CH:7]=1)[CH2:32][CH3:33])[CH3:2]. Procedure: Prepared according to the procedure described in Example 108, step 1, using the following starting materials: [3-(6-Chloro-2-methyl-1-pyridin-3-yl-1H-indol-3-ylsulfanyl)-phenyl]-acetic acid ethyl ester and iodoethane. Reactants: NC1=CC=C(C=C1)CCC(=O)OCCCC (n-butyl 3-(4-aminophenyl)-propionate), ClCCN(C1=CC=C(C=C1)Cl)CCCl (N,N-bis-(2-chloroethyl)-4-chloroaniline), C([O-])([O-])=O.[K+].[K+] (potassium carbonate). Run in C(CCC)O (n-butanol). Yields the product ClC1=CC=C(C=C1)N1CCN(CC1)C1=CC=C(C=C1)CCC(=O)OCCCC (n-Butyl 3-{4-[1-(4-chlorophenyl)-piperazin-4-yl]-phenyl}-propionate). As a reaction SMILES: [NH2:1][C:2]1[CH:7]=[CH:6][C:5]([CH2:8][CH2:9][C:10]([O:12][CH2:13][CH2:14][CH2:15][CH3:16])=[O:11])=[CH:4][CH:3]=1.Cl[CH2:18][CH2:19][N:20]([CH2:28][CH2:29]Cl)[C:21]1[CH:26]=[CH:25][C:24]([Cl:27])=[CH:23][CH:22]=1.C(=O)([O-])[O-].[K+].[K+]>C(O)CCC>[Cl:27][C:24]1[CH:25]=[CH:26][C:21]([N:20]2[CH2:28][CH2:29][N:1]([C:2]3[CH:3]=[CH:4][C:5]([CH2:8][CH2:9][C:10]([O:12][CH2:13][CH2:14][CH2:15][CH3:16])=[O:11])=[CH:6][CH:7]=3)[CH2:18][CH2:19]2)=[CH:22][CH:23]=1 |f:2.3.4|. Procedure details: A mixture of 12.3 g. (55 mmole) n-butyl 3-(4-aminophenyl)-propionate, 16.0 g. (55 mmole) N,N-bis-(2-chloroethyl)-4-chloroaniline and 50 ml. n-butanol is maintained at reflux temperature for 48 hours, then 3.8 g. (27 mmole) pulverised anhydrous potassium carbonate are added thereto and stirring continued for 1 week at reflux temperature. Thereafter, it is suction filtered hot, the filtrate is evaporated in a vacuum and the residue is stirred with ligroin and suction filtered. The product is now t...